Dataset: the Open Reaction Database (ORD), a public repository of structured organic reaction records. Task: describe an organic reaction: reactants, conditions, products, and yield The reactants are C1CCNCC1, O=[N+]([O-])c1ccccc1F, Nc1ccccc1, c1ccc(N2CCCC2)c(NCC2=NCCN2)c1. Product: c1ccc(N2CCCCC2)c(NCC2=NCCN2)c1. As a reaction SMILES: [CH2:19]1[CH2:20][CH2:21][NH:22][CH2:23][CH2:24]1.[F:25][c:26]1[cH:27][cH:28][cH:29][cH:30][c:31]1[N+:32]([O-:33])=[O:34].[NH2:35][c:36]1[cH:37][cH:38][cH:39][cH:40][cH:41]1.[NH:1]1[C:2]([CH2:6][NH:7][c:8]2[c:9]([N:14]3[CH2:15][CH2:16][CH2:17][CH2:18]3)[cH:10][cH:11][cH:12][cH:13]2)=[N:3][CH2:4][CH2:5]1>>[NH:1]1[C:2]([CH2:6][NH:7][c:8]2[c:9]([N:14]3[CH2:18][CH2:17][CH2:16][CH2:15][CH2:19]3)[cH:10][cH:11][cH:12][cH:13]2)=[N:3][CH2:4][CH2:5]1. Reactants: C(C)(C)(C)OC(=O)N1CC2=CC=C(C=C2CC1)NC(=O)OCC1=CC(=CC(=C1)Cl)Cl (6-(3,5-Dichloro-benzyloxycarbonylamino)-3,4-dihydro-1H-isoquinoline-2-carboxylic acid tert-butyl ester), Cl (HCl). The solvent is C(CC)O (propanol), CC(C)O (2-propanol), C(C)OCC (diethyl ether). Product: ClC=1C=C(COC(NC=2C=C3CCNCC3=CC2)=O)C=C(C1)Cl ((1,2,3,4-Tetrahydro-isoquinolin-6-yl)-carbamic acid 3,5-dichloro-benzyl ester), crystals. The yield is 25.0%. RXN SMILES: C(OC([N:8]1[CH2:17][CH2:16][C:15]2[C:10](=[CH:11][CH:12]=[C:13]([NH:18][C:19]([O:21][CH2:22][C:23]3[CH:28]=[C:27]([Cl:29])[CH:26]=[C:25]([Cl:30])[CH:24]=3)=[O:20])[CH:14]=2)[CH2:9]1)=O)(C)(C)C.Cl>C(O)CC.CC(O)C.C(OCC)C>[Cl:29][C:27]1[CH:28]=[C:23]([CH:24]=[C:25]([Cl:30])[CH:26]=1)[CH2:22][O:21][C:19](=[O:20])[NH:18][C:13]1[CH:14]=[C:15]2[C:10](=[CH:11][CH:12]=1)[CH2:9][NH:8][CH2:17][CH2:16]2. Procedure: Starting material 46 (170 mg, 0.4 mmol) was dissolved in 5 ml propanol. Then 1 ml HCl in 2-propanol (5-6 N) was added and the mixture was stirred over night at ambient temperature. The reaction mixture was then diluted with diethyl ether, concentrated in vacuo and stirred with diethyl ether, repeatedly decanting. Finally the solid residue was filtered off and dried in vacuo at 45° C. Thus the desired product 47 was isolated as brownish crystals (46 mg, 0.1 mmol, 35%). Starting materials: C(#N)CP(OCC)(OCC)=O (diethyl cyanomethylphosphonate), C1COC2(CCC(CC2)=O)O1 (1,4-cyclohexanedione monoethylene ketal), ice water, [H-].[Na+] (sodium hydride). The solvent is C1(=CC=CC=C1)C (toluene), C1(=CC=CC=C1)C (toluene), C1(=CC=CC=C1)C (toluene). Reaction conditions: time 30 minute. The product is C(#N)C=C1CCC2(OCCO2)CC1 (8-cyanomethylene-1,4-dioxaspiro[4.5]decane). Reaction SMILES: [H-].[Na+].[C:3]([CH2:5]P(=O)(OCC)OCC)#[N:4].[CH2:14]1[O:24][C:17]2([CH2:22][CH2:21][C:20](=O)[CH2:19][CH2:18]2)[O:16][CH2:15]1>C1(C)C=CC=CC=1>[C:3]([CH:5]=[C:20]1[CH2:21][CH2:22][C:17]2([O:24][CH2:14][CH2:15][O:16]2)[CH2:18][CH2:19]1)#[N:4] |f:0.1|. Procedure details: To a suspension of sodium hydride (50% in mineral oil, 1.15 g, washed with hexane) in toluene (50 ml) is added a solution of diethyl cyanomethylphosphonate (4.25 g) in toluene (50 ml) dropwise under nitrogen and the mixture is stirred 30 minutes longer. A solution of 1,4-cyclohexanedione monoethylene ketal (3.12 g) in toluene (50 ml) is added dropwise under nitrogen at room temperature. After 10 minutes, ice water is added under vigorous stirring. The aqueous layer is collected and extracted sev... Starting materials: [Br-], CCCC[N+](CCCC)(CCCC)CCCC, C1CCOC1, CS(=O)(=O)Cl, CCN(C(C)C)C(C)C, [Na+], [OH-], OCc1coc(C=Cc2ccc(C(F)(F)F)cc2)n1, Oc1ccc(CCCCn2ccnn2)cc1. The product is FC(F)(F)c1ccc(C=Cc2nc(COc3ccc(CCCCn4ccnn4)cc3)co2)cc1. Reaction SMILES: [Br-:52].[CH2:53]([N+:54]([CH2:55][CH2:56][CH2:57][CH3:58])([CH2:59][CH2:60][CH2:61][CH3:62])[CH2:63][CH2:64][CH2:65][CH3:66])[CH2:67][CH2:68][CH3:69].[CH2:70]1[O:71][CH2:72][CH2:73][CH2:74]1.[CH3:29][S:30](=[O:31])(=[O:32])[Cl:33].[CH:20]([N:21]([CH:22]([CH3:23])[CH3:24])[CH2:25][CH3:26])([CH3:27])[CH3:28].[Na+:51].[OH-:50].[OH:1][CH2:2][c:3]1[n:4][c:5]([CH:8]=[CH:9][c:10]2[cH:11][cH:12][c:13]([C:16]([F:17])([F:18])[F:19])[cH:14][cH:15]2)[o:6][cH:7]1.[n:34]1([CH2:39][CH2:40][CH2:41][CH2:42][c:43]2[cH:44][cH:45][c:46]([OH:49])[cH:47][cH:48]2)[n:35][n:36][cH:37][cH:38]1>>[O:1]([CH2:2][c:3]1[n:4][c:5]([CH:8]=[CH:9][c:10]2[cH:11][cH:12][c:13]([C:16]([F:17])([F:18])[F:19])[cH:14][cH:15]2)[o:6][cH:7]1)[c:46]1[cH:45][cH:44][c:43]([CH2:42][CH2:41][CH2:40][CH2:39][n:34]2[n:35][n:36][cH:37][cH:38]2)[cH:48][cH:47]1. The reactants are O=C([O-])[O-], COC(=O)Cc1ccc(C#Cc2cc(O)c3c(c2)C(C)(C)CC(C)(C)O3)cc1, CC(C)=O, CC(C)I, [K+], [K+]. The product is COC(=O)Cc1ccc(C#Cc2cc(OC(C)C)c3c(c2)C(C)(C)CC(C)(C)O3)cc1. As a reaction SMILES: [C:29](=[O:30])([O-:31])[O-:32].[CH3:1][O:2][C:3]([CH2:4][c:5]1[cH:6][cH:7][c:8]([C:11]#[C:12][c:13]2[cH:14][c:15]3[c:20]([c:21]([OH:23])[cH:22]2)[O:19][C:18]([CH3:24])([CH3:25])[CH2:17][C:16]3([CH3:26])[CH3:27])[cH:9][cH:10]1)=[O:28].[CH3:39][C:40](=[O:41])[CH3:42].[I:35][CH:36]([CH3:37])[CH3:38].[K+:33].[K+:34]>>[CH3:1][O:2][C:3]([CH2:4][c:5]1[cH:6][cH:7][c:8]([C:11]#[C:12][c:13]2[cH:14][c:15]3[c:20]([c:21]([O:23][CH:36]([CH3:37])[CH3:38])[cH:22]2)[O:19][C:18]([CH3:24])([CH3:25])[CH2:17][C:16]3([CH3:26])[CH3:27])[cH:9][cH:10]1)=[O:28]. Reactants: CC=1C(=C(C(=O)[O-])C=CC1)CCCC(C(=O)OCC)C#N (methyl-(4-cyano-4-ethoxycarbonylbutyl)benzoate), OCCCC1=CC=C(C(=O)OC)C=C1 (methyl 4-(-hydroxypropyl)benzoate), C(#N)CC(=O)OCC (ethyl cyanoacetate), C1(=CC=CC=C1)P(C1=CC=CC=C1)C1=CC=CC=C1 (triphenylphosphine), N(=NC(=O)OCC)C(=O)OCC (diethyl azodicarboxylate). The solvent is O1CCCC1 (THF), O1CCCC1 (tetrahydrofuran). Conditions: time 1.5 hour. The product is C(#N)C(CCCC1=CC=C(C(=O)OC)C=C1)C(=O)OCC (methyl 4-(4-cyano-4-ethoxycarbonylbutyl)benzoate). Isolated yield 40.0%. RXN SMILES: C[C:2]1[C:3]([CH2:11][CH2:12][CH2:13][CH:14]([C:20]#[N:21])[C:15]([O:17][CH2:18][CH3:19])=[O:16])=[C:4]([CH:8]=[CH:9][CH:10]=1)C([O-])=O.OCCCC1C=CC([C:30]([O:32][CH3:33])=[O:31])=CC=1.C(CC(OCC)=O)#N.C1(P(C2C=CC=CC=2)C2C=CC=CC=2)C=CC=CC=1.N(C(OCC)=O)=NC(OCC)=O>O1CCCC1>[C:20]([CH:14]([C:15]([O:17][CH2:18][CH3:19])=[O:16])[CH2:13][CH2:12][CH2:11][C:3]1[CH:2]=[CH:10][C:9]([C:30]([O:32][CH3:33])=[O:31])=[CH:8][CH:4]=1)#[N:21]. Procedure: Preparation of methyl-(4-cyano-4-ethoxycarbonylbutyl)benzoate ##STR21## To a 250 mL flame dried round bottom flask were charged 10.0 g (51.5 mmol) of methyl 4-(-hydroxypropyl)benzoate and 5.48 mL (51.5 mmol) of ethyl cyanoacetate dissolved in 40 mL of anhydrous tetrahydrofuran (THF). To this solution was then added dropwise to a solution of 20.2 g (77 mmol) of triphenylphosphine and 12.1 mL (77 mmol) of diethyl azodicarboxylate dissolved in 60 mL of anhydrous THF. After the addition, the reactio... Product: CCc1cccc(S(=O)(=O)C(F)(c2nnc(C)o2)C2Cc3[nH]c4ccc(Cl)cc4c3C2)c1. The reactants are CO, C#Cc1cccc(S(=O)(=O)C(F)(c2nnc(C)o2)C2Cc3[nH]c4ccc(Cl)cc4c3C2)c1. Reaction SMILES: [CH3:33][OH:34].[Cl:1][c:2]1[cH:3][c:4]2[c:5]3[c:6]([nH:7][c:8]2[cH:9][cH:10]1)[CH2:11][CH:12]([C:14]([c:15]1[o:16][c:17]([CH3:20])[n:18][n:19]1)([F:21])[S:22](=[O:23])(=[O:24])[c:25]1[cH:26][c:27]([C:31]#[CH:32])[cH:28][cH:29][cH:30]1)[CH2:13]3>>[Cl:1][c:2]1[cH:3][c:4]2[c:5]3[c:6]([nH:7][c:8]2[cH:9][cH:10]1)[CH2:11][CH:12]([C:14]([c:15]1[o:16][c:17]([CH3:20])[n:18][n:19]1)([F:21])[S:22](=[O:23])(=[O:24])[c:25]1[cH:26][c:27]([CH2:31][CH3:32])[cH:28][cH:29][cH:30]1)[CH2:13]3.